This data is from the Open Reaction Database (ORD), a public repository of structured organic reaction records. The task is: describe an organic reaction: reactants, conditions, products, and yield The reactants are CCC(C)NC(C)CC, O=C(Cl)Cl, Clc1ccccc1. The product is CCC(C)N(C(=O)Cl)C(C)CC. As a reaction SMILES: [CH:1]([CH3:2])([CH2:3][CH3:4])[NH:5][CH:6]([CH3:7])[CH2:8][CH3:9].[Cl:10][C:11]([Cl:12])=[O:13].[Cl:14][c:15]1[cH:16][cH:17][cH:18][cH:19][cH:20]1>>[CH:1]([CH3:2])([CH2:3][CH3:4])[N:5]([CH:6]([CH3:7])[CH2:8][CH3:9])[C:11]([Cl:10])=[O:13].